This data is from the Open Reaction Database (ORD), a public repository of structured organic reaction records. The task is: describe an organic reaction: reactants, conditions, products, and yield Starting materials: O=C([O-])[O-], CI, COCCOC, CC1(C)NCCNC1=O, [K+], [K+]. Yields the product CN1CCNC(=O)C1(C)C. As a reaction SMILES: [C:10](=[O:11])([O-:12])[O-:13].[CH3:16][I:17].[CH3:18][O:19][CH2:20][CH2:21][O:22][CH3:23].[CH3:1][C:2]1([CH3:9])[C:3](=[O:8])[NH:4][CH2:5][CH2:6][NH:7]1.[K+:14].[K+:15]>>[CH3:1][C:2]1([CH3:9])[C:3](=[O:8])[NH:4][CH2:5][CH2:6][N:7]1[CH3:10]. The reactants are CC(C)CC1C(CCO)OC(C)(C)N1C(=O)OCc1ccccc1, Cc1ccc(S(=O)(=O)Cl)cc1, c1ccncc1. Yields the product Cc1ccc(S(=O)(=O)OCCC2OC(C)(C)N(C(=O)OCc3ccccc3)C2CC(C)C)cc1. As a reaction SMILES: [CH2:1]([c:2]1[cH:3][cH:4][cH:5][cH:6][cH:7]1)[O:8][C:9](=[O:10])[N:11]1[C:12]([CH3:23])([CH3:24])[O:13][CH:14]([CH2:20][CH2:21][OH:22])[CH:15]1[CH2:16][CH:17]([CH3:18])[CH3:19].[c:25]1([CH3:35])[cH:26][cH:27][c:28]([S:31](=[O:32])(=[O:33])[Cl:34])[cH:29][cH:30]1.[cH:36]1[cH:37][cH:38][n:39][cH:40][cH:41]1>>[CH2:1]([c:2]1[cH:3][cH:4][cH:5][cH:6][cH:7]1)[O:8][C:9](=[O:10])[N:11]1[C:12]([CH3:23])([CH3:24])[O:13][CH:14]([CH2:20][CH2:21][O:22][S:31]([c:28]2[cH:27][cH:26][c:25]([CH3:35])[cH:30][cH:29]2)(=[O:32])=[O:33])[CH:15]1[CH2:16][CH:17]([CH3:18])[CH3:19]. Product: OCCNCC=1C(N(N=C(C1)C1=CC=C(C=C1)C)CC(C)C)=O (4-(2-hydroxyethyl)aminomethyl-2-isobutyl-6-(4-methylphenyl)-2H-pyridazin-3-one), oil. Reactants: NCCO (2-aminoethanol), C(C(C)C)N1N=C(C=C(C1=O)COS(=O)(=O)C)C1=CC=C(C=C1)C (2-isobutyl-4-methanesulfonyloxymethyl-6-(4-methylphenyl)-2H-pyridazin-3-one), C(C(C)C)N1N=C(C=C(C1=O)COS(=O)(=O)C)C1=CC=C(C=C1)C (2-isobutyl-4-methanesulfonyloxymethyl-6-(4-methylphenyl)-2H-pyridazin-3-one). RXN SMILES: [CH2:1]([N:5]1[C:10](=[O:11])[C:9]([CH2:12]OS(C)(=O)=O)=[CH:8][C:7]([C:18]2[CH:23]=[CH:22][C:21]([CH3:24])=[CH:20][CH:19]=2)=[N:6]1)[CH:2]([CH3:4])[CH3:3].[NH2:25][CH2:26][CH2:27][OH:28]>>[OH:28][CH2:27][CH2:26][NH:25][CH2:12][C:9]1[C:10](=[O:11])[N:5]([CH2:1][CH:2]([CH3:4])[CH3:3])[N:6]=[C:7]([C:18]2[CH:23]=[CH:22][C:21]([CH3:24])=[CH:20][CH:19]=2)[CH:8]=1. Procedure: Following the procedure of Example 9 (4), 2-isobutyl-4-methanesulfonyloxymethyl-6-(4-methylphenyl)-2H-pyridazin-3-one and 2-aminoethanol were reacted to yield the title compound as a slightly yellow oil (yield: 80.3%). Yield: 80.3%.